This data is from the Open Reaction Database (ORD), a public repository of structured organic reaction records. The task is: describe an organic reaction: reactants, conditions, products, and yield Procedure: A solution of 7.3 g (21.50 mmol) of 5-oxo-4-(3-piperidin-1-yl-propyl)-[1,4]diazepane-1-carboxylic acid tert-butyl ester was in 140 ml CH2Cl2, cooled to 0° C. and treated with 54 ml (215 mmol) of HCl solution (4 M dioxane), then warmed to RT. After 3 h, 40 ml of MeOH were added to dissolve the precipitation and stirring was continued over night. The solution was evaporated, dissolved in aq. sat. NaHCO3. solution, the water evaporated and the solid extracted with in CH2Cl2:MeOH 9:1. Concentration ... Conditions: temperature 0 celsius, time 3 hour. RXN SMILES: C(OC([N:8]1[CH2:14][CH2:13][C:12](=[O:15])[N:11]([CH2:16][CH2:17][CH2:18][N:19]2[CH2:24][CH2:23][CH2:22][CH2:21][CH2:20]2)[CH2:10][CH2:9]1)=O)(C)(C)C.Cl.CO>C(Cl)Cl>[N:19]1([CH2:18][CH2:17][CH2:16][N:11]2[C:12](=[O:15])[CH2:13][CH2:14][NH:8][CH2:9][CH2:10]2)[CH2:20][CH2:21][CH2:22][CH2:23][CH2:24]1. Yields the product N1(CCCCC1)CCCN1CCNCCC1=O (4-(3-Piperidin-1-yl-propyl)-[1,4]diazepan-5-one). Reactants: C(C)(C)(C)OC(=O)N1CCN(C(CC1)=O)CCCN1CCCCC1 (5-oxo-4-(3-piperidin-1-yl-propyl)-[1,4]diazepane-1-carboxylic acid tert-butyl ester), Cl (HCl), CO (MeOH). Isolated yield 97.2%. Solvent: C(Cl)Cl (CH2Cl2).